This data is from the Open Reaction Database (ORD), a public repository of structured organic reaction records. The task is: describe an organic reaction: reactants, conditions, products, and yield Reactants: COCCBr, CCOC(C)=O, CC#N, [I-], [K+], [K+], [K+], CC(C)(C)OC(=O)NC1CCNCC1, O=C([O-])[O-], O. The product is COCCN1CCC(NC(=O)OC(C)(C)C)CC1. RXN SMILES: [Br:15][CH2:16][CH2:17][O:18][CH3:19].[CH3:28][CH2:29][O:30][C:31]([CH3:32])=[O:33].[CH3:35][C:36]#[N:37].[I-:21].[K+:20].[K+:22].[K+:23].[NH:1]1[CH2:2][CH2:3][CH:4]([NH:7][C:8]([O:9][C:10]([CH3:11])([CH3:12])[CH3:13])=[O:14])[CH2:5][CH2:6]1.[O-:24][C:25]([O-:26])=[O:27].[OH2:34]>>[N:1]1([CH2:16][CH2:17][O:18][CH3:19])[CH2:2][CH2:3][CH:4]([NH:7][C:8]([O:9][C:10]([CH3:11])([CH3:12])[CH3:13])=[O:14])[CH2:5][CH2:6]1. RXN SMILES: [Br-:39].[C:1]([CH3:2])([CH3:3])([CH3:4])[O:5][C:6](=[O:7])[N:8]1[CH2:9][CH:10]([CH:20]([N:21]2[CH2:22][CH2:23][CH:24]([c:27]3[c:28]([CH2:35][CH3:36])[n:29][n:30]([CH2:33][CH3:34])[c:31]3[CH3:32])[CH2:25][CH2:26]2)[C:37]#[N:38])[CH:11]([c:13]2[cH:14][c:15]([F:19])[cH:16][cH:17][cH:18]2)[CH2:12]1.[CH2:42]1[O:43][CH2:44][CH2:45][CH2:46]1.[CH3:40][Mg+:41].[CH3:47][c:48]1[cH:49][cH:50][cH:51][cH:52][cH:53]1>>[C:1]([CH3:2])([CH3:3])([CH3:4])[O:5][C:6](=[O:7])[N:8]1[CH2:9][CH:10]([CH:20]([N:21]2[CH2:22][CH2:23][CH:24]([c:27]3[c:28]([CH2:35][CH3:36])[n:29][n:30]([CH2:33][CH3:34])[c:31]3[CH3:32])[CH2:25][CH2:26]2)[CH3:37])[CH:11]([c:13]2[cH:14][c:15]([F:19])[cH:16][cH:17][cH:18]2)[CH2:12]1. Yields the product CCc1nn(CC)c(C)c1C1CCN(C(C)C2CN(C(=O)OC(C)(C)C)CC2c2cccc(F)c2)CC1. Starting materials: [Br-], CCc1nn(CC)c(C)c1C1CCN(C(C#N)C2CN(C(=O)OC(C)(C)C)CC2c2cccc(F)c2)CC1, C1CCOC1, C[Mg+], Cc1ccccc1. Starting materials: C=C[C@H]1CC[C@H]2[C@@H]3CC(C4=CC(CC[C@]4(C)[C@H]3CC[C@]12C)=O)=O (Pregna-4,20-dien-3,6-dione), COC(C)(C)OC (2,2-dimethoxypropane), CO (methanol), C1(=CC=C(C=C1)S(=O)(=O)O)C (p-toluenesulfonic acid), ethyl acetate hexanes. Run in CN(C)C=O (DMF). The product is COC1=CC2=CC[C@H]3[C@@H]4CCC([C@@]4(C)CC[C@@H]3[C@]2(CC1)C)=C (17-Methylenandrosta-3,5-dien-3-yl methyl ether). RXN SMILES: C=[CH:2][C@@H:3]1[C@:20]2([CH3:21])[C@H:6]([C@H:7]3[C@H:17]([CH2:18][CH2:19]2)[C@:15]2([CH3:16])[C:10](=[CH:11][C:12](=[O:22])[CH2:13][CH2:14]2)[C:9](=O)[CH2:8]3)[CH2:5][CH2:4]1.[CH3:24]OC(OC)(C)C.CO.C1(C)C=CC(S(O)(=O)=O)=CC=1>CN(C=O)C>[CH3:24][O:22][C:12]1[CH2:13][CH2:14][C@@:15]2([CH3:16])[C:10](=[CH:9][CH2:8][C@@H:7]3[C@@H:17]2[CH2:18][CH2:19][C@@:20]2([CH3:21])[C@H:6]3[CH2:5][CH2:4][C:3]2=[CH2:2])[CH:11]=1. Reported procedure: Refer to FIG. 190. To 17-methylenandrost-4-en-3-one (9, 2.0000 g, 7.0314 mmol) in 2,2-dimethoxypropane (9.4 ml, 76 mmol) and DMF (9.4 ml) were added 0.37 ml of anh. methanol and 47.0 mg of p-toluenesulfonic acid. After refluxing 4 h the reaction mixture was allowed to cool and then partitioned between 140 ml of hexanes and 90 ml of water. The organic phase was washed with two 90 ml portions of water+90 ml of brine, dried over magnesium sulfate, and flash filtered through a 30 mm dia.×37 mm high ... Starting materials: OC1=CC=CC=2C3=C(C=CC=C3C(C12)=O)O (1,5-dihydroxy-fluoren-9-one), ClCCN(CC)CC (2-chloro-ethyl-diethyl amine), C[O-].[Na+] (sodium methoxide). Run in ClC1=CC=CC=C1 (chlorobenzene), CO (methanol), ClC1=CC=CC=C1 (chlorobenzene). Product: C(C)N(CC)CCOC1=CC=CC=2C3=C(C=CC=C3C(C12)=O)OCCN(CC)CC (1,5-Bis[(diethylamino)ethoxy]-fluoren-9-one). As a reaction SMILES: O[C:2]1[C:14]2[C:13](=[O:15])[C:12]3[C:7](=[C:8]([OH:16])[CH:9]=[CH:10][CH:11]=3)[C:6]=2[CH:5]=[CH:4][CH:3]=1.[CH3:17][O-:18].[Na+].Cl[CH2:21][CH2:22][N:23]([CH2:26][CH3:27])[CH2:24][CH3:25]>CO.ClC1C=CC=CC=1>[CH2:22]([N:23]([CH2:26][CH2:17][O:18][C:2]1[C:14]2[C:13](=[O:15])[C:12]3[C:7](=[C:8]([O:16][CH2:21][CH2:22][N:23]([CH2:26][CH3:27])[CH2:24][CH3:25])[CH:9]=[CH:10][CH:11]=3)[C:6]=2[CH:5]=[CH:4][CH:3]=1)[CH2:24][CH3:25])[CH3:21] |f:1.2|. Procedure details: In a manner analogous to Example 3D1, prepare a solution of 1,5-dihydroxy-fluoren-9-one (0.5 g, 2.3 mmole) in 4 mL of methanol and 12 mL chlorobenzene, then add the sodium methoxide (0.28 g, 5.1 mmole). The free base 2-chloro-ethyl-diethyl amine is added (1.1 g, 6 mmole) in 20 mL chlorobenzene. Work-up the reaction in the usual manner to obtain the title compound. m.p. 180-184° C. (dec.). Yield 0.68 g, 61%. Reactants: [Al+3], ClCCl, COc1ccc(CCC(=O)O)cc1, [Cl-], [Cl-], [Cl-], O=S(Cl)Cl. Yields the product COc1ccc2c(c1)C(=O)CC2. Reaction SMILES: [Al+3:19].[CH2:22]([Cl:23])[Cl:24].[CH3:1][O:2][c:3]1[cH:4][cH:5][c:6]([CH2:9][CH2:10][C:11](=[O:12])[OH:13])[cH:7][cH:8]1.[Cl-:18].[Cl-:20].[Cl-:21].[S:14]([Cl:15])([Cl:16])=[O:17]>>[CH3:1][O:2][c:3]1[cH:4][c:5]2[c:6]([cH:7][cH:8]1)[CH2:9][CH2:10][C:11]2=[O:13]. Starting materials: C(C)(C)C=1C=C(C=O)C=C(C1O)C(C)C (3,5-diisopropyl-4-hydroxybenzaldehyde), S(=O)(=O)(CC#N)CC#N (sulfonyl diacetonitrile). The reagents and catalysts are N1CCCCC1 (piperidine). Solvent: C(C)O (ethanol). The product is C(#N)CS(=O)(=O)\C(\C#N)=C\C1=CC(=C(C(=C1)C(C)C)O)C(C)C ((E)-2-cyanomethylsulfonyl-3-(3,5-diisopropyl-4-hydroxyphenyl)acrylonitrile). As a reaction SMILES: [CH:1]([C:4]1[CH:5]=[C:6]([CH:9]=[C:10]([CH:13]([CH3:15])[CH3:14])[C:11]=1[OH:12])[CH:7]=O)([CH3:3])[CH3:2].[S:16]([CH2:22][C:23]#[N:24])([CH2:19][C:20]#[N:21])(=[O:18])=[O:17]>C(O)C.N1CCCCC1>[C:20]([CH2:19][S:16](/[C:22](=[CH:7]/[C:6]1[CH:5]=[C:4]([CH:1]([CH3:3])[CH3:2])[C:11]([OH:12])=[C:10]([CH:13]([CH3:15])[CH3:14])[CH:9]=1)/[C:23]#[N:24])(=[O:18])=[O:17])#[N:21]. Reported procedure: A mixture of 500 mg of 3,5-diisopropyl-4-hydroxybenzaldehyde and 700 mg of sulfonyl diacetonitrile in 6 ml of ethanol was refluxed with a few drops of piperidine for 4 hours. Ethanol was removed in a rotavap and the mixture worked up with ethyl acetate, diluted acid and brine. A portion of the crude was then purified by HPLC on a C-18 column to provide 50 mg of M27 along with 30 mg of M29. Reactants: COC1=CC=C(C=C1)P(C1=CC=CC=C1)(C1=CC=C(C=C1)OC)=O (Bis(4-methoxyphenyl)phenyl phosphine oxide), Br (hydrobromic acid), S(=O)([O-])[O-].[Na+].[Na+] (sodium sulfite), CBr (methyl bromide). Product: OC1=CC=C(C=C1)P(C1=CC=CC=C1)(C1=CC=C(C=C1)O)=O (Bis(4-hydroxyphenyl)phenyl phosphine Oxide). Yield: 62.0%. As a reaction SMILES: C[O:2][C:3]1[CH:8]=[CH:7][C:6]([P:9](=[O:24])([C:16]2[CH:21]=[CH:20][C:19]([O:22]C)=[CH:18][CH:17]=2)[C:10]2[CH:15]=[CH:14][CH:13]=[CH:12][CH:11]=2)=[CH:5][CH:4]=1.Br.S([O-])([O-])=O.[Na+].[Na+].CBr>>[OH:2][C:3]1[CH:8]=[CH:7][C:6]([P:9](=[O:24])([C:16]2[CH:17]=[CH:18][C:19]([OH:22])=[CH:20][CH:21]=2)[C:10]2[CH:15]=[CH:14][CH:13]=[CH:12][CH:11]=2)=[CH:5][CH:4]=1 |f:2.3.4|. Reported procedure: Bis(4-methoxyphenyl)phenyl phosphine oxide (1.77 g, 5.2 mmol) and hydrobromic acid (31.0 g, 48%, 0.18 mol) were stirred at 123° C. for 21 h. The flask was fitted with a sodium sulfite scrubber for containment of methyl bromide. The reaction mixture was worked up to give the product as a tan powder (1.0 g, 62% yield). 31P NMR: (d6-DMSO) δ 27.9 (s). Reaction SMILES: [C:1]([CH3:2])(=[O:3])[O:4][CH:5]1[CH:6]([F:28])[CH:7]([n:15]2[cH:16][n:17][c:18]([C:25](=[O:26])[Cl:27])[c:19]2[N:20]=[CH:21][N:22]([CH3:23])[CH3:24])[O:8][CH:9]1[CH2:10][O:11][C:12]([CH3:13])=[O:14].[N+:29](=[N-:30])=[CH2:31]>>[C:1]([CH3:2])(=[O:3])[O:4][CH:5]1[CH:6]([F:28])[CH:7]([n:15]2[cH:16][n:17][c:18]([C:25](=[O:26])[CH:31]=[N+:29]=[N-:30])[c:19]2[N:20]=[CH:21][N:22]([CH3:23])[CH3:24])[O:8][CH:9]1[CH2:10][O:11][C:12]([CH3:13])=[O:14]. Product: CC(=O)OCC1OC(n2cnc(C(=O)C=[N+]=[N-])c2N=CN(C)C)C(F)C1OC(C)=O. The reactants are CC(=O)OCC1OC(n2cnc(C(=O)Cl)c2N=CN(C)C)C(F)C1OC(C)=O, C=[N+]=[N-]. Starting materials: O=C([O-])[O-], N#Cc1ccc(OC2CCN(Cc3ccccc3)CC2)cc1, CS(C)=O, [K+], [K+], OO. Product: NC(=O)c1ccc(OC2CCN(Cc3ccccc3)CC2)cc1. As a reaction SMILES: [C:23]([O-:24])(=[O:25])[O-:26].[CH2:1]([c:2]1[cH:3][cH:4][cH:5][cH:6][cH:7]1)[N:8]1[CH2:9][CH2:10][CH:11]([O:14][c:15]2[cH:16][cH:17][c:18]([C:19]#[N:20])[cH:21][cH:22]2)[CH2:12][CH2:13]1.[CH3:31][S:32]([CH3:33])=[O:34].[K+:27].[K+:28].[OH:29][OH:30]>>[CH2:1]([c:2]1[cH:3][cH:4][cH:5][cH:6][cH:7]1)[N:8]1[CH2:9][CH2:10][CH:11]([O:14][c:15]2[cH:16][cH:17][c:18]([C:19]([NH2:20])=[O:24])[cH:21][cH:22]2)[CH2:12][CH2:13]1.